Dataset: the Open Reaction Database (ORD), a public repository of structured organic reaction records. Task: describe an organic reaction: reactants, conditions, products, and yield Reactants: Compound II, ClC1=CC=C(CNC(NOCC(=O)O)=O)C=C1 (2-(3-(4-chlorobenzyl)ureidooxy)acetic acid), N[C@H](C(=O)N(CC1=CC=CC2=CC=CC=C12)[C@H](C(OCC)OCC)C)CC1=CC=C(C=C1)OC(C)(C)C ((S)-2-amino-3-(4-tert-butoxyphenyl)-N—((S)-1,1-diethoxypropan-2-yl)-N-(naphthalen-1-ylmethyl)propanamide). Product: ClC1=CC=C(CNC(=O)NOCC(=O)N[C@H](C(=O)N(CC2=CC=CC3=CC=CC=C23)[C@H](C(OCC)OCC)C)CC2=CC=C(C=C2)OC(C)(C)C)C=C1 (1-(4-chlorobenzyl)-3-(2-((S)-3-(4-tert-butoxyphenyl)-1-(((S)-1,1-diethoxy-propan-2-yl)(naphthalen-1-ylmethyl)amino)-1-oxopropan-2-ylamino)-2-oxoethoxy)urea). RXN SMILES: [Cl:1][C:2]1[CH:17]=[CH:16][C:5]([CH2:6][NH:7][C:8](=[O:15])[NH:9][O:10][CH2:11][C:12]([OH:14])=O)=[CH:4][CH:3]=1.[NH2:18][C@@H:19]([CH2:43][C:44]1[CH:49]=[CH:48][C:47]([O:50][C:51]([CH3:54])([CH3:53])[CH3:52])=[CH:46][CH:45]=1)[C:20]([N:22]([C@@H:34]([CH3:42])[CH:35]([O:39][CH2:40][CH3:41])[O:36][CH2:37][CH3:38])[CH2:23][C:24]1[C:33]2[C:28](=[CH:29][CH:30]=[CH:31][CH:32]=2)[CH:27]=[CH:26][CH:25]=1)=[O:21]>>[Cl:1][C:2]1[CH:3]=[CH:4][C:5]([CH2:6][NH:7][C:8]([NH:9][O:10][CH2:11][C:12]([NH:18][C@@H:19]([CH2:43][C:44]2[CH:49]=[CH:48][C:47]([O:50][C:51]([CH3:54])([CH3:53])[CH3:52])=[CH:46][CH:45]=2)[C:20]([N:22]([C@@H:34]([CH3:42])[CH:35]([O:39][CH2:40][CH3:41])[O:36][CH2:37][CH3:38])[CH2:23][C:24]2[C:33]3[C:28](=[CH:29][CH:30]=[CH:31][CH:32]=3)[CH:27]=[CH:26][CH:25]=2)=[O:21])=[O:14])=[O:15])=[CH:16][CH:17]=1. Procedure: According to the procedure described in the synthesis method of Compound II-15, 2-(3-(4-chlorobenzyl)ureidooxy)acetic acid (Compound VI-11) 77 mg (0.30 mmol) was coupled with (S)-2-amino-3-(4-tert-butoxyphenyl)-N—((S)-1,1-diethoxypropan-2-yl)-N-(naphthalen-1-ylmethyl)propanamide (Compound IV-2) 100 mg (0.20 mmol) to obtain the title compound. Reactants: [Cr](=O)(=O)([O-])Cl.[NH+]1=CC=CC=C1 (pyridinium chlorochromate), C(C(C)C)C1=CC=C(C=C1)C1=NC(=NO1)C=1C=C(C=CC1)CO ({3-[5-(4-isobutylphenyl)-1,2,4-oxadiazol-3-yl]phenyl}methanol). The solvent is C(Cl)Cl (methylene chloride). Run at time 3 hour. The product is C(C(C)C)C1=CC=C(C=C1)C1=NC(=NO1)C=1C=C(C=O)C=CC1 (3-[5-(4-isobutylphenyl)-1,2,4-oxadiazol-3-yl]benzaldehyde), crude residue. As a reaction SMILES: [Cr](Cl)([O-])(=O)=O.[NH+]1C=CC=CC=1.[CH2:12]([C:16]1[CH:21]=[CH:20][C:19]([C:22]2[O:26][N:25]=[C:24]([C:27]3[CH:28]=[C:29]([CH2:33][OH:34])[CH:30]=[CH:31][CH:32]=3)[N:23]=2)=[CH:18][CH:17]=1)[CH:13]([CH3:15])[CH3:14]>C(Cl)Cl>[CH2:12]([C:16]1[CH:17]=[CH:18][C:19]([C:22]2[O:26][N:25]=[C:24]([C:27]3[CH:28]=[C:29]([CH:30]=[CH:31][CH:32]=3)[CH:33]=[O:34])[N:23]=2)=[CH:20][CH:21]=1)[CH:13]([CH3:15])[CH3:14] |f:0.1|. Reported procedure: Florosil (400 mg) and pyridinium chlorochromate (195 mg, 0.903 mmol) were added to a solution of {3-[5-(4-isobutylphenyl)-1,2,4-oxadiazol-3-yl]phenyl}methanol (139 mg, 0.451 mmol) and methylene chloride (2.5 mL) and stirred at ambient temperature for 3 hours. The reaction mixture was filtered through a pad of silica gel. The pad was rinsed with methylene chloride (2×) and 1:1 ethyl acetate:hexanes (2×). The filtrate was concentrated in vacuo to give the desired compound as a crude residue.